This data is from the Open Reaction Database (ORD), a public repository of structured organic reaction records. The task is: describe an organic reaction: reactants, conditions, products, and yield The reactants are C(C1=CC=CC=C1)OC=1C(=C(C=O)C=CC1)OC (3-Benzyloxy-2-methoxy-benzaldehyde), [N+](=O)([O-])C (nitromethane), C(C)(=O)[O-].[NH4+] (ammonium acetate). Run in CC(=O)O (AcOH). Conditions: time 1 hour. Product: C(C1=CC=CC=C1)OC1=C(C(=CC=C1)C=C[N+](=O)[O-])OC (1-Benzyloxy-2-methoxy-3-(2-nitro-vinyl)-benzene). RXN SMILES: [CH2:1]([O:8][C:9]1[C:10]([O:17][CH3:18])=[C:11]([CH:14]=[CH:15][CH:16]=1)[CH:12]=O)[C:2]1[CH:7]=[CH:6][CH:5]=[CH:4][CH:3]=1.[N+:19]([CH3:22])([O-:21])=[O:20].C([O-])(=O)C.[NH4+]>CC(O)=O>[CH2:1]([O:8][C:9]1[CH:16]=[CH:15][CH:14]=[C:11]([CH:12]=[CH:22][N+:19]([O-:21])=[O:20])[C:10]=1[O:17][CH3:18])[C:2]1[CH:7]=[CH:6][CH:5]=[CH:4][CH:3]=1 |f:2.3|. Reported procedure: 4.46 g (18.4 mmol) 3-Benzyloxy-2-methoxy-benzaldehyde (see CN 102451178), 2.96 mL (55.2 mmol) nitromethane and 1.42 g (18.4 mmol) ammonium acetate in 30 mL AcOH are stirred at 100° C. over night. The reaction mixture is cooled to r.t. and quenched by the addition of 20 mL MeOH and 6 mL water. After stirring at r.t. for 1 h, the precipitate is filtered off and dried at 40° C. Reactants: N1=CC=NC=2SC3=CC=CC=C3NC12 (1,4-diazaphenothiazine), [H-].[Na+] (sodium hydride), C(OC)COC (dimethoxyethane), CC#CC(=O)[O-] (methylpropiolate). Conditions: time 30 minute. Yields the product C(=O)(OC)C=CN1C2=CC=CC=C2SC=2N=CC=NC12 (10-(2-Carbomethoxyvinyl)-1,4-diazaphenothiazine). RXN SMILES: [H-].[Na+].[N:3]1[C:16]2[NH:15][C:14]3[C:9](=[CH:10][CH:11]=[CH:12][CH:13]=3)[S:8][C:7]=2[N:6]=[CH:5][CH:4]=1.C[C:18]#[C:19][C:20]([O-:22])=[O:21].[CH2:23](COC)OC>>[C:20]([CH:19]=[CH:18][N:15]1[C:16]2[N:3]=[CH:4][CH:5]=[N:6][C:7]=2[S:8][C:9]2[C:14]1=[CH:13][CH:12]=[CH:11][CH:10]=2)([O:22][CH3:23])=[O:21] |f:0.1|. Procedure: To a suspension of sodium hydride (0.1 g, 4.2 mmoles) in dimethoxyethane (10 ml) was added 1,4-diazaphenothiazine (200 mg, 1 mmole). After stirring for 30 minutes a deep red solution of the anion was obtained and this was treated with methylpropiolate (85 μl, 1.0 mmole). Stirring was maintained for 30 minutes. The mixture was evaporated to dryness and the residue was purified by chromatography. Elution with 40% EtOAc/hexane gave the desired product as on orange solid, m.p. 165°-169°. NMR analysi...